Dataset: the Open Reaction Database (ORD), a public repository of structured organic reaction records. Task: describe an organic reaction: reactants, conditions, products, and yield Reactants: [Cl-], Clc1cc(Cl)ncn1, CC(Cl)(Cl)CO, [H-], [NH4+], [Na+], C1CCOC1. Product: CC(Cl)(Cl)COc1cc(Cl)ncn1. Reaction SMILES: [Cl-:17].[Cl:1][c:2]1[n:3][cH:4][n:5][c:6]([Cl:8])[cH:7]1.[Cl:9][C:10]([CH2:11][OH:12])([CH3:13])[Cl:14].[H-:15].[NH4+:18].[Na+:16].[O:19]1[CH2:20][CH2:21][CH2:22][CH2:23]1>>[c:2]1([O:12][CH2:11][C:10]([Cl:9])([CH3:13])[Cl:14])[n:3][cH:4][n:5][c:6]([Cl:8])[cH:7]1.